Dataset: the Open Reaction Database (ORD), a public repository of structured organic reaction records. Task: describe an organic reaction: reactants, conditions, products, and yield Starting materials: CCCCCCBr, O=C([O-])[O-], CCC(C)=O, [K+], [K+], COC(=O)C=Cc1ccc(O)cc1. Product: CCCCCCOc1ccc(C=CC(=O)OC)cc1. Reaction SMILES: [Br:14][CH2:15][CH2:16][CH2:17][CH2:18][CH2:19][CH3:20].[C:21](=[O:22])([O-:23])[O-:24].[CH3:27][C:28](=[O:29])[CH2:30][CH3:31].[K+:25].[K+:26].[OH:1][c:2]1[cH:3][cH:4][c:5]([CH:6]=[CH:7][C:8](=[O:9])[O:10][CH3:11])[cH:12][cH:13]1>>[O:1]([c:2]1[cH:3][cH:4][c:5]([CH:6]=[CH:7][C:8](=[O:9])[O:10][CH3:11])[cH:12][cH:13]1)[CH2:15][CH2:16][CH2:17][CH2:18][CH2:19][CH3:20]. Reactants: C(C)C1C(CC(C(C(OC(C2CCCCN2C(C(C2(C(CC(C(C(CC(CC(=C1)C)C)OC)O2)OC)C)O)=O)=O)=O)C(=CC2CC(C(CC2)N=[N+]=[N-])OCC=C)C)C)O[Si](C)(C)C(C)(C)C)=O (17-ethyl-1-hydroxy-14-(tert-butyldimethylsiloxy)-12-[2'-(4"-azido-3"-allyloxycyclohexyl)-1'-methylvinyl]-23,25-dimethoxy-13,19,21,27-tetramethyl-11,28-dioxa-4-azatricyclo[22.3.1.04,9 ]octacos-18-ene-2,3,10,16-tetraone). The solvent is C(C)#N (acetonitrile), C(C)#N (acetonitrile), C(C)(=O)OCC (ethyl acetate). Conditions: time 4 hour. Product: C(C)C1C(CC(C(C(OC(C2CCCCN2C(C(C2(C(CC(C(C(CC(CC(=C1)C)C)OC)O2)OC)C)O)=O)=O)=O)C(=CC2CC(C(CC2)N=[N+]=[N-])OCC=C)C)C)O)=O (17-Ethyl-1,14-dihydroxy-12-[2'-(4"-azido-3"-allyloxycyclohexyl)-1'-methylvinyl]-23,25-dimethoxy-13,19,21,27-tetramethyl-11,28-dioxa-4-azatricyclo[22.3.1.04,9 ]octacos-18-ene-2,3,10,16-tetraone). Yield: 64.9%. Reaction SMILES: [CH2:1]([CH:3]1[CH:29]=[C:28]([CH3:30])[CH2:27][CH:26]([CH3:31])[CH2:25][CH:24]([O:32][CH3:33])[CH:23]2[O:34][C:19]([OH:38])([CH:20]([CH3:37])[CH2:21][CH:22]2[O:35][CH3:36])[C:18](=[O:39])[C:17](=[O:40])[N:16]2[CH:11]([CH2:12][CH2:13][CH2:14][CH2:15]2)[C:10](=[O:41])[O:9][CH:8]([C:42]([CH3:57])=[CH:43][CH:44]2[CH2:49][CH2:48][CH:47]([N:50]=[N+:51]=[N-:52])[CH:46]([O:53][CH2:54][CH:55]=[CH2:56])[CH2:45]2)[CH:7]([CH3:58])[CH:6]([O:59][Si](C(C)(C)C)(C)C)[CH2:5][C:4]1=[O:67])[CH3:2]>C(#N)C.C(OCC)(=O)C>[CH2:1]([CH:3]1[CH:29]=[C:28]([CH3:30])[CH2:27][CH:26]([CH3:31])[CH2:25][CH:24]([O:32][CH3:33])[CH:23]2[O:34][C:19]([OH:38])([CH:20]([CH3:37])[CH2:21][CH:22]2[O:35][CH3:36])[C:18](=[O:39])[C:17](=[O:40])[N:16]2[CH:11]([CH2:12][CH2:13][CH2:14][CH2:15]2)[C:10](=[O:41])[O:9][CH:8]([C:42]([CH3:57])=[CH:43][CH:44]2[CH2:49][CH2:48][CH:47]([N:50]=[N+:51]=[N-:52])[CH:46]([O:53][CH2:54][CH:55]=[CH2:56])[CH2:45]2)[CH:7]([CH3:58])[CH:6]([OH:59])[CH2:5][C:4]1=[O:67])[CH3:2]. Procedure: To a solution of 17-ethyl-1-hydroxy-14-(tert-butyldimethylsiloxy)-12-[2'-(4"-azido-3"-allyloxycyclohexyl)-1'-methylvinyl]-23,25-dimethoxy-13,19,21,27-tetramethyl-11,28-dioxa-4-azatricyclo[22.3.1.04,9 ]octacos-18-ene-2,3,10,16-tetraone (17.5 mg) in acetonitrile (1 ml) was added a solution of 2% HF in aqueous acetonitrile (100 μl), and the mixture stirred at room temperature. After 4 hours, the solution was diluted with ethyl acetate, extracted with saturated sodium bicarbonate solution and the or... Starting materials: CNC, Cc1nc2nc(Cl)c(-c3ccccc3)c(Cl)n2n1, ClCCl, CN(C)C=O, O. The product is Cc1nc2nc(Cl)c(-c3ccccc3)c(N(C)C)n2n1. As a reaction SMILES: [CH3:19][NH:20][CH3:21].[Cl:1][c:2]1[n:3][c:4]2[n:5]([c:6]([Cl:14])[c:7]1-[c:8]1[cH:9][cH:10][cH:11][cH:12][cH:13]1)[n:15][c:16]([CH3:18])[n:17]2.[Cl:28][CH2:29][Cl:30].[O:22]=[CH:23][N:24]([CH3:25])[CH3:26].[OH2:27]>>[Cl:1][c:2]1[n:3][c:4]2[n:5]([c:6]([N:20]([CH3:19])[CH3:21])[c:7]1-[c:8]1[cH:9][cH:10][cH:11][cH:12][cH:13]1)[n:15][c:16]([CH3:18])[n:17]2. Reactants: BrC1=C(N=C(N=N1)N)C1=CC=CC=C1 (6-bromo-5-phenyl-1,2,4-triazin-3-amine), BrC=1C=C(C=CC1)B(O)O (3-bromophenylboronic acid). Yields the product BrC=1C=C(C=CC1)C1=C(N=C(N=N1)N)C1=CC=CC=C1 (6-(3-Bromophenyl)-5-phenyl-1,2,4-triazin-3-amine). Yield: 41.9%. Reaction SMILES: Br[C:2]1[N:7]=[N:6][C:5]([NH2:8])=[N:4][C:3]=1[C:9]1[CH:14]=[CH:13][CH:12]=[CH:11][CH:10]=1.[Br:15][C:16]1[CH:17]=[C:18](B(O)O)[CH:19]=[CH:20][CH:21]=1>>[Br:15][C:16]1[CH:21]=[C:20]([C:2]2[N:7]=[N:6][C:5]([NH2:8])=[N:4][C:3]=2[C:9]2[CH:14]=[CH:13][CH:12]=[CH:11][CH:10]=2)[CH:19]=[CH:18][CH:17]=1. Reported procedure: 6-(3-Bromophenyl)-5-phenyl-1,2,4-triazin-3-amine (218 mg, 52%) was prepared from 6-bromo-5-phenyl-1,2,4-triazin-3-amine (0.4 g, 1.59 mmol) and 3-bromophenylboronic acid (0.32 g, 1.59 mmol) according to the general procedure of Example 1. Reactants: C[O-].[Na+] (sodium methoxide), NC1=NC(=CC(=N1)Cl)C=C(Cl)Cl (2-amino-4-chloro-6-(2,2-dichlorovinyl)pyrimidine), [Na] (sodium). The solvent is CO (methanol), CO (methanol). Run at time 4 hour. Product: NC1=NC(=CC(=N1)C=C(Cl)Cl)OC (2-amino-4-(2,2-dichlorovinyl)-6-methoxypyrimidine). Reaction SMILES: [NH2:1][C:2]1[N:7]=[C:6](Cl)[CH:5]=[C:4]([CH:9]=[C:10]([Cl:12])[Cl:11])[N:3]=1.[CH3:13][O-:14].[Na+].[Na]>CO>[NH2:1][C:2]1[N:3]=[C:4]([CH:9]=[C:10]([Cl:12])[Cl:11])[CH:5]=[C:6]([O:14][CH3:13])[N:7]=1 |f:1.2,^1:15|. Procedure: 22.0 Parts of 2-amino-4-chloro-6-(2,2-dichlorovinyl)pyrimidine was dissolved in 500 parts of dry methanol and stirred whilst a solution of sodium methoxide, prepared by dissolving 4.6 parts of sodium in 200 parts of dry methanol, was added dropwise, over 30 minutes at ambient temperature. The resulting solution was stirred for 4 hours by which time all the starting material had been consumed. The product was precipitated by the addition of water, filtered and dried. The solid obtained was purifi... Reactants: COC1=CC=C(C(C2=CC=C(C=C2)OC)(C2=CC=CC=C2)OC[C@@H]2CC[C@@H](O2)N2C(=O)N=C(N)N=C2)C=C1 (2',3'-Dideoxy-5'-O-(4,4'-dimethoxytrityl)-5-azacytidine). Solvent: C(Cl)(Cl)Cl (chloroform). Conditions: time 24 hour. Product: [C@@H]1(CC[C@@H](CO)O1)N1C(=O)N=C(N)N=C1 (2',3'-Dideoxy-5-azacytidine). Isolated yield 58.9%. As a reaction SMILES: COC1C=CC(C([O:22][CH2:23][C@H:24]2[O:28][C@@H:27]([N:29]3[CH:36]=[N:35][C:33]([NH2:34])=[N:32][C:30]3=[O:31])[CH2:26][CH2:25]2)(C2C=CC=CC=2)C2C=CC(OC)=CC=2)=CC=1>C(Cl)(Cl)Cl>[C@@H:27]1([N:29]2[CH:36]=[N:35][C:33]([NH2:34])=[N:32][C:30]2=[O:31])[O:28][C@H:24]([CH2:23][OH:22])[CH2:25][CH2:26]1. Procedure: Compound 9 (0.08 g, 0.16 mmol) was dissolved in chloroform (2 mL) and poured onto a silica gel column (3 g, Whatman Partisil 40). The column was washed with benzene (40 mL) and left at ambient temperature for 24 h. The column was eluted with ethyl acetate followed by 10% methanol/ethyl acetate to give 0.02 g of crude product along with 0.04 g of unchanged starting material. The crude product was dissolved in water, filtered through a Millex-GS Filter, and the filtrate was chromatographed through... Starting materials: ester, COC(C1=C(C=CC(=C1)C=1SC=C(N1)C1=CC(=C(C=C1)Cl)Cl)Br)=O (2-bromo-5-[4-(3,4-dichloro-phenyl)-thiazol-2-yl]-benzoic acid methyl ester), COC(C1=C(C=CC(=C1)C=1SC=C(N1)C1=CC(=C(C=C1)Cl)Cl)Br)=O (2-bromo-5-[4-(3,4-dichloro-phenyl)-thiazol-2-yl]-benzoic acid methyl ester), COC1=CC=CC(=N1)B(O)O (6-methoxypyridine-2-boronic acid). Product: ClC=1C=C(C=CC1Cl)C=1N=C(SC1)C=1C=CC(=C(C(=O)O)C1)C1=NC(=CC=C1)OC (5-[4-(3,4-dichloro-phenyl)-thiazol-2-yl]-2-(6-methoxy-pyridin-2-yl)-benzoic acid). The yield is 25.1%. RXN SMILES: C[O:2][C:3](=[O:24])[C:4]1[CH:9]=[C:8]([C:10]2[S:11][CH:12]=[C:13]([C:15]3[CH:20]=[CH:19][C:18]([Cl:21])=[C:17]([Cl:22])[CH:16]=3)[N:14]=2)[CH:7]=[CH:6][C:5]=1Br.[CH3:25][O:26][C:27]1[N:32]=[C:31](B(O)O)[CH:30]=[CH:29][CH:28]=1>>[Cl:22][C:17]1[CH:16]=[C:15]([C:13]2[N:14]=[C:10]([C:8]3[CH:7]=[CH:6][C:5]([C:31]4[CH:30]=[CH:29][CH:28]=[C:27]([O:26][CH3:25])[N:32]=4)=[C:4]([CH:9]=3)[C:3]([OH:24])=[O:2])[S:11][CH:12]=2)[CH:20]=[CH:19][C:18]=1[Cl:21]. Procedure details: Using the conditions of General Procedure B for Suzuki Coupling and Hydrolysis in Parallel Mode, 2-bromo-5-[4-(3,4-dichloro-phenyl)-thiazol-2-yl]-benzoic acid methyl ester (which may be prepared as described for Intermediate 6; 89 mg, 0.2 mmol) was reacted with and 6-methoxypyridine-2-boronic acid (available from Combi-Blocks Inc.; 61 mg, 0.4 mmol). The resulting ester was hydrolyzed and the acid was purified to give 5-[4-(3,4-dichloro-phenyl)-thiazol-2-yl]-2-(6-methoxy-pyridin-2-yl)-benzoic aci...